From a dataset of the Open Reaction Database (ORD), a public repository of structured organic reaction records. describe an organic reaction: reactants, conditions, products, and yield Reactants: C(C)(=O)O (Acetic acid), O1C=NC=C1C1=CC=C(C=C1)NC=1N=C(C2=C(N1)CCNC2)NCC2CCOCC2 (N2-(4-(Oxazol-5-yl)phenyl)-N4-((tetrahydro-2H-pyran-4-yl)methyl)-5,6,7,8-tetrahydropyrido[4,3-d]pyrimidine-2,4-diamine), C=O (formaldehyde). Solvent: CO (methanol). Conditions: time 15 minute. Yields the product CN1CC2=C(N=C(N=C2NCC2CCOCC2)NC2=CC=C(C=C2)C2=CN=CO2)CC1 (6-methyl-N2-(4-(oxazol-5-yl)phenyl)-N4-((tetrahydro-2H-pyran-4-yl)methyl)-5,6,7,8-tetrahydropyrido[4,3-d]pyrimidine-2,4-diamine). Yield: 16.6%. Reaction SMILES: [O:1]1[C:5]([C:6]2[CH:11]=[CH:10][C:9]([NH:12][C:13]3[N:14]=[C:15]([NH:23][CH2:24][CH:25]4[CH2:30][CH2:29][O:28][CH2:27][CH2:26]4)[C:16]4[CH2:22][NH:21][CH2:20][CH2:19][C:17]=4[N:18]=3)=[CH:8][CH:7]=2)=[CH:4][N:3]=[CH:2]1.[C:31](O)(=O)C.C=O>CO>[CH3:31][N:21]1[CH2:20][CH2:19][C:17]2[N:18]=[C:13]([NH:12][C:9]3[CH:8]=[CH:7][C:6]([C:5]4[O:1][CH:2]=[N:3][CH:4]=4)=[CH:11][CH:10]=3)[N:14]=[C:15]([NH:23][CH2:24][CH:25]3[CH2:26][CH2:27][O:28][CH2:29][CH2:30]3)[C:16]=2[CH2:22]1. Reported procedure: N2-(4-(Oxazol-5-yl)phenyl)-N4-((tetrahydro-2H-pyran-4-yl)methyl)-5,6,7,8-tetrahydropyrido[4,3-d]pyrimidine-2,4-diamine (134 mg, 0.33 mmol) was dissolved in methanol (3 mL). Acetic acid (0.019 mL, 0.33 mmol) was added followed by formaldehyde (0.025 mL, 0.33 mmol). The reaction mixture was stirred at room temperature for 15 minutes and MP—CNBH3 was added. The reaction was stirred overnight. The MP—CNBH3 was filtered off and the solvent was evaporated under reduced pressure. The crude was dissolve...